This data is from the Open Reaction Database (ORD), a public repository of structured organic reaction records. The task is: describe an organic reaction: reactants, conditions, products, and yield Product: CC(Nc1ccc2nc[nH]c2c1)c1ccccc1. As a reaction SMILES: [Br:1][c:2]1[cH:3][c:4]2[c:5]([n:6][cH:7][nH:8]2)[cH:9][cH:10]1.[CH2:48]1[O:49][CH2:50][CH2:51][CH2:52]1.[CH3:11][CH:12]([NH2:13])[c:14]1[cH:15][cH:16][cH:17][cH:18][cH:19]1.[CH:20]1([P:21]([CH:22]2[CH2:23][CH2:24][CH2:25][CH2:26][CH2:27]2)[c:28]2[cH:29][cH:30][cH:31][cH:32][c:33]2-[c:34]2[cH:35][cH:36][cH:37][cH:38][c:39]2[N:40]([CH3:41])[CH3:42])[CH2:43][CH2:44][CH2:45][CH2:46][CH2:47]1>>[c:2]1([NH:13][CH:12]([CH3:11])[c:14]2[cH:15][cH:16][cH:17][cH:18][cH:19]2)[cH:3][c:4]2[c:5]([n:6][cH:7][nH:8]2)[cH:9][cH:10]1. Reactants: Brc1ccc2nc[nH]c2c1, C1CCOC1, CC(N)c1ccccc1, CN(C)c1ccccc1-c1ccccc1P(C1CCCCC1)C1CCCCC1. Reactants: C1(=CC=CC=C1)[C@H](CC)NC(=O)C1=C(N(C(C2=CC=CC=C12)=O)C1=CC=CC=C1)CBr (3-bromomethyl-1-oxo-2-phenyl-1,2-dihydro-isoquinoline-4-carboxylic acid ((S)-1-phenyl-propyl)-amide), CNC (dimethylamine). Run at time 10 minute. The product is C1(=CC=CC=C1)[C@H](CC)NC(=O)C1=C(N(C(C2=CC=CC=C12)=O)C1=CC=CC=C1)CN(C)C (3-Dimethylaminomethyl-1-oxo-2-phenyl-1,2-dihydro-isoquinoline-4-carboxylic acid ((S)-1-phenyl-propyl)-amide). As a reaction SMILES: [C:1]1([C@@H:7]([NH:10][C:11]([C:13]2[C:22]3[C:17](=[CH:18][CH:19]=[CH:20][CH:21]=3)[C:16](=[O:23])[N:15]([C:24]3[CH:29]=[CH:28][CH:27]=[CH:26][CH:25]=3)[C:14]=2[CH2:30]Br)=[O:12])[CH2:8][CH3:9])[CH:6]=[CH:5][CH:4]=[CH:3][CH:2]=1.[CH3:32][NH:33][CH3:34]>>[C:1]1([C@@H:7]([NH:10][C:11]([C:13]2[C:22]3[C:17](=[CH:18][CH:19]=[CH:20][CH:21]=3)[C:16](=[O:23])[N:15]([C:24]3[CH:29]=[CH:28][CH:27]=[CH:26][CH:25]=3)[C:14]=2[CH2:30][N:33]([CH3:34])[CH3:32])=[O:12])[CH2:8][CH3:9])[CH:6]=[CH:5][CH:4]=[CH:3][CH:2]=1. Reported procedure: A mixture of 3-bromomethyl-1-oxo-2-phenyl-1,2-dihydro-isoquinoline-4-carboxylic acid ((S)-1-phenyl-propyl)-amide (70 mg, 0.147 mmol) and dimethylamine (1 ml of 33% solution in abs. ethanol, excess) was kept at 50° C. for 10 min and then evaporated in vacuo. The residue was dissolved in methanol and passed through SCX cation exchange column (1 g, RSO3H form). Uncharged impurities were eluted with methanol and the product was eluted with 4M NH3 in methanol to give 53 mg of colourless glass-like so... Starting materials: O[C@H]1C[C@@H](CC2=CC=C3[C@@H]4CC[C@H](C(C)C=O)[C@]4(CC[C@@H]3[C@@]12C)C)O (1α,3β-dihydroxypregna-5,7-diene-20-carbaldehyde), C(OC)(=O)Cl (methyl chlorocarbonate), ice water, N1=CC=CC=C1 (pyridine), CN(C)C1=NC=CC=C1 (dimethylaminopyridine). The solvent is C(Cl)Cl (methylene chloride). Yields the product COC(=O)O[C@H]1C[C@@H](CC2=CC=C3[C@@H]4CC[C@H](C(C)C=O)[C@]4(CC[C@@H]3[C@@]12C)C)OC(=O)OC (1α,3β-bis(methoxycarbonyloxy)pregna-5,7-diene-20-carbaldehyde). As a reaction SMILES: [OH:1][C@@H:2]1[C@@:22]2([CH3:23])[C:6](=[CH:7][CH:8]=[C:9]3[C@@H:21]2[CH2:20][CH2:19][C@@:18]2([CH3:24])[C@H:10]3[CH2:11][CH2:12][C@@H:13]2[CH:14]([CH:16]=[O:17])[CH3:15])[CH2:5][C@@H:4]([OH:25])[CH2:3]1.N1C=CC=CC=1.CN(C1C=CC=CN=1)C.[C:41](Cl)(=[O:44])[O:42][CH3:43]>C(Cl)Cl>[CH3:43][O:42][C:41]([O:1][C@@H:2]1[C@@:22]2([CH3:23])[C:6](=[CH:7][CH:8]=[C:9]3[C@@H:21]2[CH2:20][CH2:19][C@@:18]2([CH3:24])[C@H:10]3[CH2:11][CH2:12][C@@H:13]2[CH:14]([CH:16]=[O:17])[CH3:15])[CH2:5][C@@H:4]([O:25][C:41]([O:42][CH3:43])=[O:44])[CH2:3]1)=[O:44]. Procedure: In 1 ml of methylene chloride was suspended 69 mg of 1α,3β-dihydroxypregna-5,7-diene-20-carbaldehyde, followed by addition of 0.3 ml of pyridine, and the mixture was stirred with ice-cooling. Then, 5 mg of dimethylaminopyridine was added and 0.15 ml of methyl chlorocarbonate was further added dropwise. After completion of the addition, the reaction mixture was stirred at ambient temperature for 10 hours. This reaction mixture was poured into ice-water and extracted with diethyl ether. The extrac... Starting materials: Cc1c(Br)c(C(F)(F)F)nn1C1CCCCO1, C1CCOC1, [Li]CCCC, CN(C)C=O. Yields the product Cc1c(C=O)c(C(F)(F)F)nn1C1CCCCO1. As a reaction SMILES: [Br:1][c:2]1[c:3]([C:14]([F:15])([F:16])[F:17])[n:4][n:5]([CH:8]2[O:9][CH2:10][CH2:11][CH2:12][CH2:13]2)[c:6]1[CH3:7].[CH2:28]1[O:29][CH2:30][CH2:31][CH2:32]1.[CH3:18][CH2:19][CH2:20][CH2:21][Li:22].[O:23]=[CH:24][N:25]([CH3:26])[CH3:27]>>[c:2]1([CH:24]=[O:23])[c:3]([C:14]([F:15])([F:16])[F:17])[n:4][n:5]([CH:8]2[O:9][CH2:10][CH2:11][CH2:12][CH2:13]2)[c:6]1[CH3:7]. The reactants are Cl.C(C)(C)(C)NO (N-tert-butylhydroxylamine hydrochloride), C=O (paraformaldehyde), P(OCC1=CC=CC=C1)(OCC1=CC=CC=C1)[O-] (dibenzyl phosphite), C([O-])(O)=O.[Na+] (sodium bicarbonate). The solvent is O1CCCC1 (tetrahydrofuran). Reaction conditions: temperature 55 celsius. Product: C(C)(C)(C)N(O)CP(OCC1=CC=CC=C1)(OCC1=CC=CC=C1)=O (Dibenzyl P-(N-tert-Butyl-N-hydroxyaminomethyl)phosphonate). Yield: 63.3%. Reaction SMILES: Cl.[C:2]([NH:6][OH:7])([CH3:5])([CH3:4])[CH3:3].C=O.[P:10]([O-:27])([O:19][CH2:20][C:21]1[CH:26]=[CH:25][CH:24]=[CH:23][CH:22]=1)[O:11][CH2:12][C:13]1[CH:18]=[CH:17][CH:16]=[CH:15][CH:14]=1.[C:28](=O)(O)[O-].[Na+]>O1CCCC1>[C:2]([N:6]([CH2:28][P:10](=[O:27])([O:19][CH2:20][C:21]1[CH:26]=[CH:25][CH:24]=[CH:23][CH:22]=1)[O:11][CH2:12][C:13]1[CH:18]=[CH:17][CH:16]=[CH:15][CH:14]=1)[OH:7])([CH3:5])([CH3:4])[CH3:3] |f:0.1,4.5|. Reported procedure: Using the procedure of Example 1, the above-named compound is prepared from 5.0 g (40 mmol) of N-tert-butylhydroxylamine hydrochloride, 2.4 g (80 mmol) of paraformaldehyde, 9.0 g (41 mmol) of dibenzyl phosphite, 3.0 g (40 mmol) of sodium bicarbonate and 200 ml of tetrahydrofuran (THF) by heating at 55° C. for 14 hours. The residue is purified by recrystallization from a mixture of methylene chloride and hexane to give 9.2 g (64% yield) of a white solid melting at 106°-107° C. Starting materials: C(#N)C1=CC=C(C=C1)O (4-cyanophenol), BrCC(=O)OC (methyl bromoacetate), C(=O)([O-])[O-].[K+].[K+] (K2CO3). Run in CC#N (CH3CN). The product is hexanes EtOAc, C(#N)C1=CC=C(OCC(=O)OC)C=C1 (methyl 2-(4-cyanophenoxy)acetate). Reaction SMILES: [C:1]([C:3]1[CH:8]=[CH:7][C:6]([OH:9])=[CH:5][CH:4]=1)#[N:2].Br[CH2:11][C:12]([O:14][CH3:15])=[O:13].C([O-])([O-])=O.[K+].[K+]>CC#N>[C:1]([C:3]1[CH:8]=[CH:7][C:6]([O:9][CH2:11][C:12]([O:14][CH3:15])=[O:13])=[CH:5][CH:4]=1)#[N:2] |f:2.3.4|. Procedure details: A mixture of 4-cyanophenol and methyl bromoacetate in CH3CN was treated with K2CO3 and refluxed for 18 hours. Then the reaction was cooled to room temperature and concentrated. The residue was partitioned between EtOAc and H2O and the organic layer was washed with brine, driend (Na2SO4), filtered and evaporated. Flash chromatography (SiO2, hexanes/EtOAc) gave pure methyl 2-(4-cyanophenoxy)acetate. The yield is 260.0%. Run in C(C)(=O)OCC (ethyl acetate), C(C)O (ethanol). Procedure details: A solution of 1-(tert-butoxycarbonyl)-4-[(2-bromophenyl)methylene]-piperidine (XI, 8 g, 22.7 mmole) in ethyl acetate (75 ml) and ethanol (75 ml) was shaken with PtO2 (0.75 g) and hydrogen (60 psi) for 15 min. Two further batches of 1-(tert-butoxycarbonyl)-4-[(2-bromophenyl)-methylene]-piperidine (8 g each, 24 g total) were similarly reduced and the mixtures were filtered. The filtrates were combined and concentrated in vacuo. The residue (X) was dissolved in dioxane (200 ml) and 3N HCl (100 ml) ... The reagents and catalysts are O=[Pt]=O (PtO2). Product: BrC1=C(CC2CCNCC2)C=CC=C1 (4-(2-bromobenzyl)piperidine). RXN SMILES: C(OC([N:8]1[CH2:13][CH2:12][C:11](=[CH:14][C:15]2[CH:20]=[CH:19][CH:18]=[CH:17][C:16]=2[Br:21])[CH2:10][CH2:9]1)=O)(C)(C)C.[H][H]>C(OCC)(=O)C.C(O)C.O=[Pt]=O>[Br:21][C:16]1[CH:17]=[CH:18][CH:19]=[CH:20][C:15]=1[CH2:14][CH:11]1[CH2:10][CH2:9][NH:8][CH2:13][CH2:12]1. Run at time 18 hour. Starting materials: C(C)(C)(C)OC(=O)N1CCC(CC1)=CC1=C(C=CC=C1)Br (1-(tert-butoxycarbonyl)-4-[(2-bromophenyl)methylene]piperidine), [H][H] (hydrogen), C(C)(C)(C)OC(=O)N1CCC(CC1)=CC1=C(C=CC=C1)Br (1-(tert-butoxycarbonyl)-4-[(2-bromophenyl)-methylene]-piperidine).